Task: describe an organic reaction: reactants, conditions, products, and yield. Dataset: the Open Reaction Database (ORD), a public repository of structured organic reaction records Starting materials: [Li] (lithium), C[C@]12CCCC([C@@H]1CC[C@@]3([C@@H]2CC(=O)O3)C)(C)C (sclareolide). Yields the product OC1(C(C2(CCCC(C2CC1)(C)C)C)CCO)C (decahydro-2-hydroxy-2,5,5,8a-tetramethyl1-naphthaleneethanol). Yield: 92.0%. Reaction SMILES: [Li].[CH3:2][C@@:3]12[C@H:12]3[CH2:13][C:14]([O:16][C@:11]3([CH3:17])[CH2:10][CH2:9][C@H:8]1[C:7]([CH3:19])([CH3:18])[CH2:6][CH2:5][CH2:4]2)=[O:15]>>[OH:16][C:11]1([CH3:17])[CH2:10][CH2:9][CH:8]2[C:3]([CH3:2])([CH2:4][CH2:5][CH2:6][C:7]2([CH3:18])[CH3:19])[CH:12]1[CH2:13][CH2:14][OH:15] |^1:0|. Procedure: Isomerization and subsequent lithium alanate reduction of sclareolide by the method of G. Ohloff, Helv. Chim Acta, 68 (1985), 2022-29, was used to obtain a diastereoisomeric decahydro-2-hydroxy-2,5,5,8a-tetramethyl1-naphthaleneethanol (mp. 191° C.). 142 g of this diol were dissolved in 2,110 g of toluene, and the solution was admixed with 120 g (3 mol) of sodium hydroxide in 120 ml of water and then with 48 g (0.15 mol) of tetrabutylammonium bromide. 101 g (0.5 mol) of p-toluenesulfonyl chloride...